Dataset: the Open Reaction Database (ORD), a public repository of structured organic reaction records. Task: describe an organic reaction: reactants, conditions, products, and yield The reactants are CNCC#C (N-methyl propargyl amine), FC=1C(=C2/C(/C(NC2=CC1)=O)=C/C1=C(N=CN1)C)I ((Z)-1,3-dihydro-5-fluoro-4-iodo-3-[(4-methyl-1H-imidazol-5-yl)methylene]-2H-indol-2-one), FC=1C(=C2/C(/C(NC2=CC1)=O)=C/C1=C(N=CN1)C)I ((Z)-1,3-dihydro-5-fluoro-4-iodo-3-[(4-methyl-1H-imidazol-5-yl)methylene]-2H-indol-2-one). Reagents/catalysts: C=1C=CC(=CC1)[P](C=2C=CC=CC2)(C=3C=CC=CC3)[Pd]([P](C=4C=CC=CC4)(C=5C=CC=CC5)C=6C=CC=CC6)([P](C=7C=CC=CC7)(C=8C=CC=CC8)C=9C=CC=CC9)[P](C=1C=CC=CC1)(C=1C=CC=CC1)C=1C=CC=CC1 ((Ph3P)4Pd). The solvent is CCN(CC)CC (Et3N), CN(C)C=O (DMF). Product: FC=1C(=C2/C(/C(NC2=CC1)=O)=C/C1=C(N=CN1)C)C#CCNC ((Z)-1,3-dihydro-5-fluoro-4-[3-(N-methylamino)-1-propynyl]-3-[(4-methyl-1H-imidazol-5-yl)methylene]-2H-indol-2-one). As a reaction SMILES: [CH3:1][NH:2][CH2:3][C:4]#[CH:5].[F:6][C:7]1[C:8](I)=[C:9]2[C:13](=[CH:14][CH:15]=1)[NH:12][C:11](=[O:16])/[C:10]/2=[CH:17]\[C:18]1[NH:22][CH:21]=[N:20][C:19]=1[CH3:23]>C1C=CC([P]([Pd]([P](C2C=CC=CC=2)(C2C=CC=CC=2)C2C=CC=CC=2)([P](C2C=CC=CC=2)(C2C=CC=CC=2)C2C=CC=CC=2)[P](C2C=CC=CC=2)(C2C=CC=CC=2)C2C=CC=CC=2)(C2C=CC=CC=2)C2C=CC=CC=2)=CC=1.CN(C=O)C.CCN(CC)CC>[F:6][C:7]1[C:8]([C:5]#[C:4][CH2:3][NH:2][CH3:1])=[C:9]2[C:13](=[CH:14][CH:15]=1)[NH:12][C:11](=[O:16])/[C:10]/2=[CH:17]\[C:18]1[NH:22][CH:21]=[N:20][C:19]=1[CH3:23] |^1:28,30,49,68|. Procedure details: Using Method C above, N-methyl propargyl amine (23.3 mg, 0.34 mmol) (Aldrich) was coupled with (Z)-1,3-dihydro-5-fluoro-4-iodo-3-[(4-methyl-1H-imidazol-5-yl)methylene]-2H-indol-2-one (50 mg, 0.135 mmol) (Starting Material 3 supra) using (Ph3P)4Pd (15.6 mg) and Cul (3 mg) as catalyst in DMF (3 mL) and Et3N (3 mL) as solvent at 80° C. for 8 h to give (Z)-1,3-dihydro-5-fluoro-4-[3-(N-methylamino)-1-propynyl]-3-[(4-methyl-1H-imidazol-5-yl)methylene]-2H-indol-2-one. (Yield 17 mg, 41%). Starting materials: O (water), C(CC1=CC=CC=C1)N (phenethylamine), C1(=CC=CC=C1)COC1=NC=2CCCC(C2C=C1)=O (5,6,7,8-tetrahydro-2-(phenylmethoxy)-5-oxoquinoline), C1(=CC=C(C=C1)S(=O)(=O)O)C (para-toluenesulfonic acid). Run in C1(=CC=CC=C1)C (toluene). Reaction conditions: time 3 hour. Product: N1=CC=CC2=CC=CC=C12 (quinoline). As a reaction SMILES: C(N)CC1C=CC=CC=1.C1(CO[C:18]2[CH:27]=[CH:26][C:25]3[C:24](=O)[CH2:23][CH2:22][CH2:21][C:20]=3[N:19]=2)C=CC=CC=1.C1(C)C=CC(S(O)(=O)=O)=CC=1.O>C1(C)C=CC=CC=1>[N:19]1[C:20]2[C:25](=[CH:24][CH:23]=[CH:22][CH:21]=2)[CH:26]=[CH:27][CH:18]=1. Procedure details: A mixture of phenethylamine (5.0 g), 5,6,7,8-tetrahydro-2-(phenylmethoxy)-5-oxoquinoline (10.0 g), and a catalytic amount of para-toluenesulfonic acid (206 mg) was heated under reflux in toluene (200 ml) with azeotropic removal of water for 36 hrs. The solution was cooled and washed with water. The aqueous phase was extracted with dichloromethane, and the combined organic layers were washed with brine, dried over anhydrous magnesium sulfate, filtered, and the filtrate was concentrated. Sodium bo... Reactants: ClC(C)Cl (dichloroethane), COC1=CC=C(CN(C2=NC=C(C=N2)C=2C3=C(N=C(N2)N2CCOCC2)NCC3)CC3=CC=C(C=C3)OC)C=C1 (bis-(4-methoxy-benzyl)-[5-(2-morpholin-4-yl-6,7-dihydro-5H-pyrrolo[2,3-d]pyrimidin-4-yl)-pyrimidin-2-yl]-amine), IC1=CC=C(C=C1)N=C=O (1-iodo-4-isocyanato-benzene). The reagents and catalysts are CN(C)C=1C=CN=CC1 (DMAP). Solvent: O (water). Yields the product IC1=CC=C(C=C1)NC(=O)N1CCC2=C1N=C(N=C2C=2C=NC(=NC2)N(CC2=CC=C(C=C2)OC)CC2=CC=C(C=C2)OC)N2CCOCC2 (4-{2-[Bis-(4-methoxy-benzyl)-amino]-pyrimidin-5-yl}-2-morpholin-4-yl-5,6-dihydro-pyrrolo[2,3-d]pyrimidine-7-carboxylic acid (4-iodo-phenyl)-amide), crude product. Yield: 45.0%. Reaction SMILES: ClC(Cl)C.[CH3:5][O:6][C:7]1[CH:44]=[CH:43][C:10]([CH2:11][N:12]([CH2:34][C:35]2[CH:40]=[CH:39][C:38]([O:41][CH3:42])=[CH:37][CH:36]=2)[C:13]2[N:18]=[CH:17][C:16]([C:19]3[C:20]4[CH2:33][CH2:32][NH:31][C:21]=4[N:22]=[C:23]([N:25]4[CH2:30][CH2:29][O:28][CH2:27][CH2:26]4)[N:24]=3)=[CH:15][N:14]=2)=[CH:9][CH:8]=1.[I:45][C:46]1[CH:51]=[CH:50][C:49]([N:52]=[C:53]=[O:54])=[CH:48][CH:47]=1>CN(C1C=CN=CC=1)C.O>[I:45][C:46]1[CH:51]=[CH:50][C:49]([NH:52][C:53]([N:31]2[C:21]3[N:22]=[C:23]([N:25]4[CH2:30][CH2:29][O:28][CH2:27][CH2:26]4)[N:24]=[C:19]([C:16]4[CH:15]=[N:14][C:13]([N:12]([CH2:11][C:10]5[CH:9]=[CH:8][C:7]([O:6][CH3:5])=[CH:44][CH:43]=5)[CH2:34][C:35]5[CH:36]=[CH:37][C:38]([O:41][CH3:42])=[CH:39][CH:40]=5)=[N:18][CH:17]=4)[C:20]=3[CH2:33][CH2:32]2)=[O:54])=[CH:48][CH:47]=1. Reported procedure: To dichloroethane solution (2 ml) of bis-(4-methoxy-benzyl)-[5-(2-morpholin-4-yl-6,7-dihydro-5H-pyrrolo[2,3-d]pyrimidin-4-yl)-pyrimidin-2-yl]-amine (108 mg), DMAP (2.4 mg) and 1-iodo-4-isocyanato-benzene (120 mg) were added, followed by refluxing for 3 hours. This was cooled to room temperature, followed by addition of water, and passed through Whatman tube, to obtain the desired compound as a crude product (70.2 mg, 45%). Starting materials: CC(C)(C)OC(=O)N1CCC(Cc2ccccc2)(C(=O)c2ccc3[nH]ccc3c2)C1, CO, Cl. Product: O=C(c1ccc2[nH]ccc2c1)C1(Cc2ccccc2)CCNC1. Reaction SMILES: [C:2]([O:3][C:4](=[O:5])[N:9]1[CH2:10][C:11]([C:14](=[O:15])[c:16]2[cH:17][c:18]3[cH:19][cH:20][nH:21][c:22]3[cH:23][cH:24]2)([CH2:25][c:26]2[cH:27][cH:28][cH:29][cH:30][cH:31]2)[CH2:12][CH2:13]1)([CH3:6])([CH3:7])[CH3:8].[CH3:32][OH:33].[ClH:1]>>[NH:9]1[CH2:10][C:11]([C:14](=[O:15])[c:16]2[cH:17][c:18]3[cH:19][cH:20][nH:21][c:22]3[cH:23][cH:24]2)([CH2:25][c:26]2[cH:27][cH:28][cH:29][cH:30][cH:31]2)[CH2:12][CH2:13]1.